Dataset: the Open Reaction Database (ORD), a public repository of structured organic reaction records. Task: describe an organic reaction: reactants, conditions, products, and yield Reactants: CCCCOC(=O)C1CN(c2ccc3c(c2)sc(=O)n3CC)C(=O)O1, CO, N. The product is CCn1c(=O)sc2cc(N3CC(C(N)=O)OC3=O)ccc21. As a reaction SMILES: [CH2:1]([CH3:2])[n:3]1[c:4](=[O:25])[s:5][c:6]2[c:7]1[cH:8][cH:9][c:10]([N:12]1[C:13](=[O:24])[O:14][CH:15]([C:17](=[O:18])[O:19][CH2:20][CH2:21][CH2:22][CH3:23])[CH2:16]1)[cH:11]2.[CH3:27][OH:28].[NH3:26]>>[CH2:1]([CH3:2])[n:3]1[c:4](=[O:25])[s:5][c:6]2[c:7]1[cH:8][cH:9][c:10]([N:12]1[C:13](=[O:24])[O:14][CH:15]([C:17](=[O:18])[NH2:26])[CH2:16]1)[cH:11]2. The reactants are COC(COC1=CC(=C(C=C1)CNC(=O)NC1=CC=C(C=C1)S(=O)(=O)N1CCC(CC1)C(OC)OC)F)=O ((4-{3-[4-(4-dimethoxymethyl-piperidine-1-sulfonyl)-phenyl]-ureidomethyl}-3-fluoro-phenoxy)-acetic acid methyl ester), [I-].[Na+] (sodium iodide), ClC(Cl)(Cl)[SiH3] (trichloromethylsilane). Yields the product COC(COC1=CC(=C(C=C1)CNC(=O)NC1=CC=C(C=C1)S(=O)(=O)N1CCC(CC1)C=O)F)=O ((4-{3-[4-(4-Formyl-piperidine-1-sulfonyl)-phenyl]-ureidomethyl}-3-fluoro-phenoxy)-acetic Acid Methyl Ester). As a reaction SMILES: [CH3:1][O:2][C:3](=[O:38])[CH2:4][O:5][C:6]1[CH:11]=[CH:10][C:9]([CH2:12][NH:13][C:14]([NH:16][C:17]2[CH:22]=[CH:21][C:20]([S:23]([N:26]3[CH2:31][CH2:30][CH:29]([CH:32](OC)[O:33]C)[CH2:28][CH2:27]3)(=[O:25])=[O:24])=[CH:19][CH:18]=2)=[O:15])=[C:8]([F:37])[CH:7]=1.[I-].[Na+].ClC([SiH3])(Cl)Cl>>[CH3:1][O:2][C:3](=[O:38])[CH2:4][O:5][C:6]1[CH:11]=[CH:10][C:9]([CH2:12][NH:13][C:14]([NH:16][C:17]2[CH:18]=[CH:19][C:20]([S:23]([N:26]3[CH2:31][CH2:30][CH:29]([CH:32]=[O:33])[CH2:28][CH2:27]3)(=[O:24])=[O:25])=[CH:21][CH:22]=2)=[O:15])=[C:8]([F:37])[CH:7]=1 |f:1.2|. Procedure details: The title compound was prepared from (4-{3-[4-(4-dimethoxymethyl-piperidine-1-sulfonyl)-phenyl]-ureidomethyl}-3-fluoro-phenoxy)-acetic acid methyl ester (0.274 g, 0.5 mmol), sodium iodide (0.185 g, 1.2 mmol), and trichloromethylsilane (0.118 mL, 1.0 mmol) according to the procedure used for example 84 (Step D) and used directly in the next step The reactants are C1(=CC=CC=C1)C(C#N)C1=CC=C(C=C1)C(F)(F)F (2-phenyl-2-(4-trifluoromethylphenyl)acetonitrile), [H-].[Na+] (sodium hydride), Cl.ClCC=1N=CNC1 (4-chloromethylimidazole hydrochloride). Solvent: CN(C=O)C (dimethylformamide). Reaction conditions: temperature 60 celsius, time 2 hour. Product: N1C=NC(=C1)CC(C#N)(C1=CC=C(C=C1)C(F)(F)F)C1=CC=CC=C1 (3-(imidazol-4-yl)-2-phenyl-2-(4-trifluoromethylphenyl)propanenitrile). RXN SMILES: [C:1]1([CH:7]([C:10]2[CH:15]=[CH:14][C:13]([C:16]([F:19])([F:18])[F:17])=[CH:12][CH:11]=2)[C:8]#[N:9])[CH:6]=[CH:5][CH:4]=[CH:3][CH:2]=1.[H-].[Na+].Cl.Cl[CH2:24][C:25]1[N:26]=[CH:27][NH:28][CH:29]=1>CN(C)C=O>[NH:28]1[CH:29]=[C:25]([CH2:24][C:7]([C:1]2[CH:2]=[CH:3][CH:4]=[CH:5][CH:6]=2)([C:10]2[CH:15]=[CH:14][C:13]([C:16]([F:17])([F:18])[F:19])=[CH:12][CH:11]=2)[C:8]#[N:9])[N:26]=[CH:27]1 |f:1.2,3.4|. Procedure details: A 3.84 g. portion of 2-phenyl-2-(4-trifluoromethylphenyl)acetonitrile was reacted with 1.42 g. of 50% sodium hydride and 2.25 g. of 4-chloromethylimidazole hydrochloride in 50 ml. of dimethylformamide, as described in Example 1. The mixture was stirred for 2 hours at 60° C., and for 20 hours at ambient temperature. The reaction mixture was then worked up as described in Example 1 to obtain 3.6 g. of the desired product as the free base, a sample of which was analyzed as follows. Reactants: FC(C(=O)O)(F)F (trifluoroacetic acid), C(C)(C)(C)OC(=O)N1CCN(CC1)C=1N(C2=C(C=NN(C2=O)CC=2C=C3N=C(C(=NC3=C(C2)C)C)C)N1)CC#CC (2-(4-tert.-butyloxycarbonyl-piperazin-1-yl)-3-(2-butyn-1-yl)-5-[(2,3,8-trimethyl-quinoxalin-6-yl)methyl]-3,5-dihydro-imidazo[4,5-d]pyridazin-4-one). The solvent is C(Cl)Cl (methylene chloride), C(Cl)Cl (methylene chloride). Reaction conditions: time 1 hour. Yields the product N1(CCNCC1)C=1N(C2=C(C=NN(C2=O)CC=2C=C3N=C(C(=NC3=C(C2)C)C)C)N1)CC#CC (2-(piperazin-1-yl)-3-(2-butyn-1-yl)-5-[(2,3,8-trimethyl-quinoxalin-6-yl)methyl]-3,5-dihydro-imidazo[4,5-d]pyridazin-4-one). As a reaction SMILES: FC(F)(F)C(O)=O.C(OC([N:15]1[CH2:20][CH2:19][N:18]([C:21]2[N:22]([CH2:45][C:46]#[C:47][CH3:48])[C:23]3[C:28](=[O:29])[N:27]([CH2:30][C:31]4[CH:32]=[C:33]5[C:38](=[C:39]([CH3:41])[CH:40]=4)[N:37]=[C:36]([CH3:42])[C:35]([CH3:43])=[N:34]5)[N:26]=[CH:25][C:24]=3[N:44]=2)[CH2:17][CH2:16]1)=O)(C)(C)C>C(Cl)Cl>[N:18]1([C:21]2[N:22]([CH2:45][C:46]#[C:47][CH3:48])[C:23]3[C:28](=[O:29])[N:27]([CH2:30][C:31]4[CH:32]=[C:33]5[C:38](=[C:39]([CH3:41])[CH:40]=4)[N:37]=[C:36]([CH3:42])[C:35]([CH3:43])=[N:34]5)[N:26]=[CH:25][C:24]=3[N:44]=2)[CH2:19][CH2:20][NH:15][CH2:16][CH2:17]1. Procedure details: 2 ml of trifluoroacetic acid are added to 220 mg of 2-(4-tert.-butyloxycarbonyl-piperazin-1-yl)-3-(2-butyn-1-yl)-5-[(2,3,8-trimethyl-quinoxalin-6-yl)methyl]-3,5-dihydro-imidazo[4,5-d]pyridazin-4-one in 4 ml methylene chloride. The reaction mixture is stirred for one hour at ambient temperature. Then it is diluted with methylene chloride and washed with saturated sodium hydrogen carbonate solution. The organic phase is dried and evaporated down. The glassy residue is dissolved in dioxane, frozen ... Reactants: C1CCOC1, OC(CCl)CCl, O=[N+]([O-])c1ccccc1F, O. The product is O=[N+]([O-])c1ccccc1OC(CCl)CCl. As a reaction SMILES: [CH2:17]1[O:18][CH2:19][CH2:20][CH2:21]1.[Cl:1][CH2:2][CH:3]([CH2:4][Cl:5])[OH:6].[F:7][c:8]1[c:9]([N+:14](=[O:15])[O-:16])[cH:10][cH:11][cH:12][cH:13]1.[OH2:22]>>[Cl:1][CH2:2][CH:3]([CH2:4][Cl:5])[O:6][c:8]1[c:9]([N+:14](=[O:15])[O-:16])[cH:10][cH:11][cH:12][cH:13]1. Run at time 2 hour. Starting materials: C(C)(C)N1C(C(=CC2=C(C=CC=C12)C)C(=O)OCC)=O (ethyl 1-isopropyl-5-methyl-2-oxo-1,2-dihydroquinoline-3-carboxylate), [OH-].[Na+] (sodium hydroxide), Cl (hydrochloride). Product: C(C)(C)N1C(C(=CC2=C(C=CC=C12)C)C(=O)O)=O (1-Isopropyl-5-methyl-2-oxo-1,2-dihydroquinoline-3-carboxylic acid). Solvent: C(C)O (ethanol). Yield: 93.6%. Reported procedure: A mixture of ethyl 1-isopropyl-5-methyl-2-oxo-1,2-dihydroquinoline-3-carboxylate (15.0 g, 54.9 mmol), 2N aqueous sodium hydroxide (41 mL, 82 mmol), and ethanol (150 mL) was stirred at room temperature for 2 h. Then, 2N aqueous hydrochloride (41 mL, 82 mmol) was added, and the white precipitate was collected by filtration. This solid was washed with water to give 12.6 g (93%) of the title compound as a pale yellow solid. RXN SMILES: [CH:1]([N:4]1[C:13]2[C:8](=[C:9]([CH3:14])[CH:10]=[CH:11][CH:12]=2)[CH:7]=[C:6]([C:15]([O:17]CC)=[O:16])[C:5]1=[O:20])([CH3:3])[CH3:2].[OH-].[Na+].Cl>C(O)C>[CH:1]([N:4]1[C:13]2[C:8](=[C:9]([CH3:14])[CH:10]=[CH:11][CH:12]=2)[CH:7]=[C:6]([C:15]([OH:17])=[O:16])[C:5]1=[O:20])([CH3:3])[CH3:2] |f:1.2|.